Task: describe an organic reaction: reactants, conditions, products, and yield. Dataset: the Open Reaction Database (ORD), a public repository of structured organic reaction records Starting materials: COCCO, CS(=O)(=O)NC1CCCCC1Nc1nc(Cl)ncc1Cl, Cl, COc1cc2c(cc1N)CCNC(=O)C2, C1COCCO1. The product is COc1cc2c(cc1Nc1ncc(Cl)c(NC3CCCCC3NS(C)(=O)=O)n1)CCNC(=O)C2. RXN SMILES: [CH3:43][O:44][CH2:45][CH2:46][OH:47].[Cl:16][c:17]1[n:18][cH:19][c:20]([Cl:35])[c:21]([NH:23][CH:24]2[CH:25]([NH:30][S:31](=[O:32])(=[O:33])[CH3:34])[CH2:26][CH2:27][CH2:28][CH2:29]2)[n:22]1.[ClH:36].[NH2:1][c:2]1[cH:3][c:4]2[c:5]([cH:12][c:13]1[O:14][CH3:15])[CH2:6][C:7](=[O:11])[NH:8][CH2:9][CH2:10]2.[O:37]1[CH2:38][CH2:39][O:40][CH2:41][CH2:42]1>>[NH:1]([c:2]1[cH:3][c:4]2[c:5]([cH:12][c:13]1[O:14][CH3:15])[CH2:6][C:7](=[O:11])[NH:8][CH2:9][CH2:10]2)[c:17]1[n:18][cH:19][c:20]([Cl:35])[c:21]([NH:23][CH:24]2[CH:25]([NH:30][S:31](=[O:32])(=[O:33])[CH3:34])[CH2:26][CH2:27][CH2:28][CH2:29]2)[n:22]1. Reactants: C1(=CCC=CC1)CCCO (3-(1,4-cyclohexadienyl)propan-1-ol), C1(=CC=C(C=C1)S(=O)(=O)O)C (p-toluenesulfonic acid). The solvent is O (water). Run at temperature 115 celsius. Yields the product O1CCCC12CC=CCC2 (1-oxaspiro[4.5]dec-7-ene). The yield is 76.0%. RXN SMILES: [C:1]1([CH2:7][CH2:8][CH2:9][OH:10])[CH2:6][CH:5]=[CH:4][CH2:3][CH:2]=1.C1(C)C=CC(S(O)(=O)=O)=CC=1>O>[O:10]1[C:1]2([CH2:6][CH2:5][CH:4]=[CH:3][CH2:2]2)[CH2:7][CH2:8][CH2:9]1. Procedure details: This crude 3-(1,4-cyclohexadienyl)propan-1-ol thus obtained was divided into two batches. Each batch was treated separately with 2.5 g of p-toluenesulfonic acid. The pressure was lowered to 12 mmHg and the pot immersed in an oil bath heated to 115° C. After about 0.3 hr distillation through a short vacuum jacketed vigreaux column at reduced pressure began and continued at a steady rate as cyclization proceeded. A total of 105.4 g (76% yield) of the 1-oxaspiro[4.5]dec-7-ene was obtained as a wate... Starting materials: ClC=1N=C2N(C3=C(NC4=C2C=CC=C4)N=CC=C3)C1C1=CC=C(C=C1)C1(CCC1)NC(OC(C)(C)C)=O (tert-butyl {1-[4-(2-chloro-9H-imidazo[1,2-d]pyrido[2,3-b][1,4]benzodiazepin-3-yl)phenyl]cyclobutyl}carbamate), CC1(OB(OC1(C)C)C1=CC=C(CN2CCOCC2)C=C1)C (4-[4-(4,4,5,5-tetramethyl-1,3,2-dioxaborolan-2-yl)benzyl]morpholine), C(=O)([O-])[O-].[Na+].[Na+] (Na2CO3). Reagents/catalysts: CC(C)(C)P(C1=CC=C(C=C1)N(C)C)C(C)(C)C.CC(C)(C)P(C1=CC=C(C=C1)N(C)C)C(C)(C)C.Cl[Pd]Cl (bis(di-tert-butyl(4-dimethylaminophenyl)phosphine)dichloropalladium(II)). Run in CN(C)C=O (DMF), CCOC(=O)C (AcOEt). Product: C(C)(C)(C)OC(NC1(CCC1)C1=CC=C(C=C1)C1=C(N=C2N1C1=C(NC3=C2C=CC=C3)N=CC=C1)C1=CC=C(C=C1)CN1CCOCC1)=O (tert-butyl[1-(4-{2-[4-(morpholin-4-ylmethyl)phenyl]-9H-imidazo[1,2-d]pyrido[2,3-b][1,4]benzodiazepin-3-yl}phenyl)cyclobutyl]carbamate). Isolated yield 44.1%. Reaction SMILES: Cl[C:2]1[N:3]=[C:4]2[C:10]3[CH:11]=[CH:12][CH:13]=[CH:14][C:9]=3[NH:8][C:7]3[N:15]=[CH:16][CH:17]=[CH:18][C:6]=3[N:5]2[C:19]=1[C:20]1[CH:25]=[CH:24][C:23]([C:26]2([NH:30][C:31](=[O:37])[O:32][C:33]([CH3:36])([CH3:35])[CH3:34])[CH2:29][CH2:28][CH2:27]2)=[CH:22][CH:21]=1.CC1(C)C(C)(C)OB([C:46]2[CH:58]=[CH:57][C:49]([CH2:50][N:51]3[CH2:56][CH2:55][O:54][CH2:53][CH2:52]3)=[CH:48][CH:47]=2)O1.C([O-])([O-])=O.[Na+].[Na+]>CN(C=O)C.CCOC(C)=O.CC(P(C(C)(C)C)C1C=CC(N(C)C)=CC=1)(C)C.CC(P(C(C)(C)C)C1C=CC(N(C)C)=CC=1)(C)C.Cl[Pd]Cl>[C:33]([O:32][C:31](=[O:37])[NH:30][C:26]1([C:23]2[CH:24]=[CH:25][C:20]([C:19]3[N:5]4[C:6]5[CH:18]=[CH:17][CH:16]=[N:15][C:7]=5[NH:8][C:9]5[CH:14]=[CH:13][CH:12]=[CH:11][C:10]=5[C:4]4=[N:3][C:2]=3[C:46]3[CH:47]=[CH:48][C:49]([CH2:50][N:51]4[CH2:56][CH2:55][O:54][CH2:53][CH2:52]4)=[CH:57][CH:58]=3)=[CH:21][CH:22]=2)[CH2:29][CH2:28][CH2:27]1)([CH3:35])([CH3:34])[CH3:36] |f:2.3.4,7.8.9|. Procedure details: A mixture of tert-butyl {1-[4-(2-chloro-9H-imidazo[1,2-d]pyrido[2,3-b][1,4]benzodiazepin-3-yl)phenyl]cyclobutyl}carbamate (50 mg, 0.097 mmol), 4-[4-(4,4,5,5-tetramethyl-1,3,2-dioxaborolan-2-yl)benzyl]morpholine (59 mg, 0.20 mmol), bis(di-tert-butyl(4-dimethylaminophenyl)phosphine)dichloropalladium(II) (7 mg, 0.1 mmol), and 2M Na2CO3 aq. (0.097 mL, 0.20 mmol) in DMF (1.5 mL) was treated with microwave (160° C. for 1 hour). The mixture was diluted with AcOEt, washed with water (×3), brine, dried o... Reactants: C(#N)C=1C=C(C(=NC1)N[C@@H]1CC[C@H](CC1)O)[N+](=O)[O-] (5-cyano-2-(trans-4-hydroxycyclohexylamino)-3-nitropyridine). The reagents and catalysts are [Pd] (palladium on activated carbon). The solvent is CO (methanol), O1CCOCC1 (dioxane). Run at time 3 hour. The product is NC=1C(=NC=C(C1)C#N)N[C@@H]1CC[C@H](CC1)O (3-amino-5-cyano-2-(trans-4-hydroxycyclohexylamino)pyridine). Yield: 106.2%. RXN SMILES: [C:1]([C:3]1[CH:4]=[C:5]([N+:17]([O-])=O)[C:6]([NH:9][C@H:10]2[CH2:15][CH2:14][C@H:13]([OH:16])[CH2:12][CH2:11]2)=[N:7][CH:8]=1)#[N:2]>CO.O1CCOCC1.[Pd]>[NH2:17][C:5]1[C:6]([NH:9][C@H:10]2[CH2:15][CH2:14][C@H:13]([OH:16])[CH2:12][CH2:11]2)=[N:7][CH:8]=[C:3]([C:1]#[N:2])[CH:4]=1. Procedure details: To a solution of 5-cyano-2-(trans-4-hydroxycyclohexylamino)-3-nitropyridine (3.35 g) in methanol (17 mL) and dioxane (17 mL) was added 10% palladium on activated carbon (383 mg) under nitrogen atmosphere. The mixture was shaken at room temperature under hydrogen atmosphere (3 atm) for 3 hours. The reaction mixture was filtered through a celite pad. The filtrate was concentrated in vacuo to give 3-amino-5-cyano-2-(trans-4-hydroxycyclohexylamino)pyridine (3.15 g) as a brown amorphous. Starting materials: FC(C1=NOC(=C1C1=CC=CC=C1)N)(F)F (3-trifluoromethyl-4-phenyl-5-aminoisoxazole), Cl (HCl), cuprous chloride, [N+](=O)([O-])[O-].[Na+] (sodium nitrate). Run in O (water). Conditions: time 1 hour. Product: FC(C1=NOC(=C1C1=CC=CC=C1)Cl)(F)F (3-Trifluoromethyl-4-phenyl-5-chloroisoxazole). Yield: 16.9%. Reaction SMILES: [F:1][C:2]([F:16])([F:15])[C:3]1[C:7]([C:8]2[CH:13]=[CH:12][CH:11]=[CH:10][CH:9]=2)=[C:6](N)[O:5][N:4]=1.[ClH:17].[N+]([O-])([O-])=O.[Na+]>O>[F:1][C:2]([F:16])([F:15])[C:3]1[C:7]([C:8]2[CH:13]=[CH:12][CH:11]=[CH:10][CH:9]=2)=[C:6]([Cl:17])[O:5][N:4]=1 |f:2.3|. Procedure details: To 2.28 g (10.0 mmole) of 3-trifluoromethyl-4-phenyl-5-aminoisoxazole were added 20 ml of conc. HCl and 1.09 g (11. 0 mmole) of cuprous chloride and 4.2 ml of aqueous sodium nitrate (2.76 g, 40 mmole) was added dropwise to the reaction mixture, keeping the temperature at 20°-25° C. After addition, the temperature was raised to 40°-45° C. and the mixture was stirred for 1 hour. To the mixture was added 16 ml of water, extracted with methylene chloride, dried with anhydrous sodium sulfate, evapora...